This data is from the Open Reaction Database (ORD), a public repository of structured organic reaction records. The task is: describe an organic reaction: reactants, conditions, products, and yield Reactants: CCOC(=O)COc1c(C)cc(NCc2sc(-c3ccc(C(F)(F)F)cc3)nc2C)cc1C, CCI, CS(C)=O, [K+], [K+], [K+], O=C([O-])[O-], O=S(=O)([O-])O. Product: CCOC(=O)COc1c(C)cc(N(CC)Cc2sc(-c3ccc(C(F)(F)F)cc3)nc2C)cc1C. RXN SMILES: [CH2:1]([CH3:2])[O:3][C:4]([CH2:5][O:6][c:7]1[c:8]([CH3:32])[cH:9][c:10]([NH:14][CH2:15][c:16]2[c:17]([CH3:31])[n:18][c:19](-[c:21]3[cH:22][cH:23][c:24]([C:27]([F:28])([F:29])[F:30])[cH:25][cH:26]3)[s:20]2)[cH:11][c:12]1[CH3:13])=[O:33].[CH2:34]([CH3:35])[I:36].[CH3:49][S:50]([CH3:51])=[O:52].[K+:37].[K+:38].[K+:48].[O-:39][C:40]([O-:41])=[O:42].[S:43](=[O:44])(=[O:45])([OH:46])[O-:47]>>[CH2:1]([CH3:2])[O:3][C:4]([CH2:5][O:6][c:7]1[c:8]([CH3:32])[cH:9][c:10]([N:14]([CH2:15][c:16]2[c:17]([CH3:31])[n:18][c:19](-[c:21]3[cH:22][cH:23][c:24]([C:27]([F:28])([F:29])[F:30])[cH:25][cH:26]3)[s:20]2)[CH2:34][CH3:35])[cH:11][c:12]1[CH3:13])=[O:33]. Reactants: NC1=CC=CC=C1 (aniline), C1CN1 (ethyleneimine). The product is C1(=CC=CC=C1)NCCN (N-phenyl-1,2-ethanediamine). Isolated yield 13.0%. As a reaction SMILES: [NH2:1][C:2]1[CH:7]=[CH:6][CH:5]=[CH:4][CH:3]=1.[CH2:8]1[NH:10][CH2:9]1>>[C:2]1([NH:1][CH2:8][CH2:9][NH2:10])[CH:7]=[CH:6][CH:5]=[CH:4][CH:3]=1. Reported procedure: It is known to produce certain unsymetrically substituted 1,2-ethanediamines. Current processes, however, have proven unacceptable. For example, G. I. Braz et al. disclosed that the aminoethylation of aniline with ethyleneimine afforded only a 13 percent yield of N-phenyl-1,2-ethanediamine. The remaining product comprised polyamino ethyl compounds of high molecular weight. Dokl. Akad. Nauk., 59, 489 (1948), Chem. Abstr., 42, 6747 (1948). Starting materials: IC=1C=C2CC(CC2=CC1)NS(=O)(=O)C(C)C (N-(5-iodo-2,3-dihydro-1H-inden-2-yl)-2-propanesulfonamide), C(#N)C=1C=C(C=CC1)B(O)O (3-cyanophenyl boronic acid). Yields the product C(#N)C=1C=C(C=CC1)C=1C=C2CC(CC2=CC1)NS(=O)(=O)C(C)C (N-[5-(3-cyanophenyl)-2,3-dihydro-1H-inden-2-yl]-2-propanesulfonamide). Reaction SMILES: I[C:2]1[CH:3]=[C:4]2[C:8](=[CH:9][CH:10]=1)[CH2:7][CH:6]([NH:11][S:12]([CH:15]([CH3:17])[CH3:16])(=[O:14])=[O:13])[CH2:5]2.[C:18]([C:20]1[CH:21]=[C:22](B(O)O)[CH:23]=[CH:24][CH:25]=1)#[N:19]>>[C:18]([C:20]1[CH:25]=[C:24]([C:2]2[CH:3]=[C:4]3[C:8](=[CH:9][CH:10]=2)[CH2:7][CH:6]([NH:11][S:12]([CH:15]([CH3:17])[CH3:16])(=[O:14])=[O:13])[CH2:5]3)[CH:23]=[CH:22][CH:21]=1)#[N:19]. Reported procedure: The title compound was prepared from N-(5-iodo-2,3-dihydro-1H-inden-2-yl)-2-propanesulfonamide and 3-cyanophenyl boronic acid in a similar manner to Example 1. The reactants are ice, CCOCC (Et2O), C(C1=CC=CC=C1)OC(=O)NC(C(=O)OC)C(C1=CC=CC=C1)SCCNC(=O)OC(C)(C)C (Methyl 2-{[(benzyloxy)carbonyl]amino}-3-({2-[(tert-butoxycarbonyl)amino]ethyl}thio)-3-phenylpropanoate), CO (methanol), C(C)(=O)Cl (acetyl chloride). Run in C(C)(=O)OCC (ethyl acetate). Conditions: time 50 minute. The product is NCCSC(C(C(=O)OC)NC(=O)OCC1=CC=CC=C1)C1=CC=CC=C1 (Methyl 3-[(2-aminoethyl)thio]-2-{[(benzyloxy)carbonyl]amino}-3-phenylpropanoate). The yield is 90.1%. As a reaction SMILES: [CH2:1]([O:8][C:9]([NH:11][CH:12]([CH:17]([S:24][CH2:25][CH2:26][NH:27]C(OC(C)(C)C)=O)[C:18]1[CH:23]=[CH:22][CH:21]=[CH:20][CH:19]=1)[C:13]([O:15][CH3:16])=[O:14])=[O:10])[C:2]1[CH:7]=[CH:6][CH:5]=[CH:4][CH:3]=1.CO.C(Cl)(=O)C.CCOCC>C(OCC)(=O)C>[NH2:27][CH2:26][CH2:25][S:24][CH:17]([C:18]1[CH:23]=[CH:22][CH:21]=[CH:20][CH:19]=1)[CH:12]([NH:11][C:9]([O:8][CH2:1][C:2]1[CH:7]=[CH:6][CH:5]=[CH:4][CH:3]=1)=[O:10])[C:13]([O:15][CH3:16])=[O:14]. Procedure details: To a stirred cooled (ice-bath) solution of methyl 2-{[(benzyloxy)carbonyl]amino}-3-({2-[(tert-butoxycarbonyl)amino]ethyl}thio)-3-phenylpropanoate (7a) (1.20 g) and methanol (0.284 mL) in ethyl acetate (2 mL) was added dropwise from a syringe acetyl chloride (0.43 mL) and the mixture stirred in the ice bath for an additional 10 min and then at RT for 50 min. Excess Et2O was added and the white solid collected, dissolved in water, treated with an excess of sat. aqueous K2CO3 and extracted once wit... The reactants are C[O-], CO, Cl, Cl, Cn1ncc(CCCN)c1N, [Na+]. Product: Cn1ncc(CCCNC=O)c1N. As a reaction SMILES: [CH3:14][O-:15].[CH3:17][OH:18].[ClH:1].[ClH:2].[NH2:3][c:4]1[c:5]([CH2:10][CH2:11][CH2:12][NH2:13])[cH:6][n:7][n:8]1[CH3:9].[Na+:16]>>[NH2:3][c:4]1[c:5]([CH2:10][CH2:11][CH2:12][NH:13][CH:14]=[O:15])[cH:6][n:7][n:8]1[CH3:9]. The reactants are C(C)(=O)NC1(CCN(CC1)C1CC(N(CC1)C(=O)OC(C)(C)C)CC1=CC=CC=C1)C1=CC=CC=C1 ((±)-1,1-dimethylethyl 4-[4-(acetylamino)-4-phenyl-1-piperidinyl]-2-(phenylmethyl)-1-piperidinecarboxylate). Solvent: CO (CH3OH), CC(C)O (2-propanol), Cl (HCl). Product: C1(=CC=CC=C1)CC1NCCC(C1)N1CCC(CC1)(C1=CC=CC=C1)NC(C)=O ((±)-N-[1-[2-(phenylmethyl)-4-piperidinyl]-4-phenyl-4-piperidinyl]acetamide). Yield: 7.9%. Reaction SMILES: [C:1]([NH:4][C:5]1([C:31]2[CH:36]=[CH:35][CH:34]=[CH:33][CH:32]=2)[CH2:10][CH2:9][N:8]([CH:11]2[CH2:16][CH2:15][N:14](C(OC(C)(C)C)=O)[CH:13]([CH2:24][C:25]3[CH:30]=[CH:29][CH:28]=[CH:27][CH:26]=3)[CH2:12]2)[CH2:7][CH2:6]1)(=[O:3])[CH3:2]>CO.CC(O)C.Cl>[C:25]1([CH2:24][CH:13]2[CH2:12][CH:11]([N:8]3[CH2:7][CH2:6][C:5]([NH:4][C:1](=[O:3])[CH3:2])([C:31]4[CH:32]=[CH:33][CH:34]=[CH:35][CH:36]=4)[CH2:10][CH2:9]3)[CH2:16][CH2:15][NH:14]2)[CH:30]=[CH:29][CH:28]=[CH:27][CH:26]=1. Reported procedure: A mixture of intermediate 19 (0.081 mol) in CH3OH (300 ml) and 2-propanol in HCl (30 ml) was stirred and refluxed for 2 hours. The solvent was evaporated The residue was taken up in water/DIPE and the mixture was separated into its layers. The aqueous layer was alkalized with NaOH and CH2Cl2 was added. The combined organic layer was washed with water, dried, filtered and the solvent was evaporated. The residue was purified by column chromatography over silica gel (eluent: CH2Cl2/(CH3OH/NH3) 95/5... Starting materials: CC#N, NCC1CCN(C2CC2)C1, CCn1cc(C(=O)O)c(=O)c2cc(F)c(Cl)nc21. Product: CCn1cc(C(=O)O)c(=O)c2cc(F)c(N3CCC(CNC4CC4)C3)nc21. RXN SMILES: [CH3:29][C:30]#[N:31].[CH:19]1([N:22]2[CH2:23][CH:24]([CH2:27][NH2:28])[CH2:25][CH2:26]2)[CH2:20][CH2:21]1.[Cl:1][c:2]1[c:3]([F:18])[cH:4][c:5]2[c:6](=[O:17])[c:7]([C:14](=[O:15])[OH:16])[cH:8][n:9]([CH2:12][CH3:13])[c:10]2[n:11]1>>[c:2]1([N:28]2[CH2:26][CH2:25][CH:24]([CH2:23][NH:22][CH:19]3[CH2:20][CH2:21]3)[CH2:27]2)[c:3]([F:18])[cH:4][c:5]2[c:6](=[O:17])[c:7]([C:14](=[O:15])[OH:16])[cH:8][n:9]([CH2:12][CH3:13])[c:10]2[n:11]1. Reactants: Cl (HCl), C(CCCCC)OCCO (2-hexyloxyethanol), N1=CC=CC=C1 (pyridine), C1(=CC=C(C=C1)S(=O)(=O)Cl)C (p-toluenesulfonic acid chloride). Reaction conditions: time 1 hour. Yields the product C1(=CC=C(C=C1)S(=O)(=O)OCCOCCCCCC)C (2-hexyloxyethyl p-toluenesulfonate). Yield: 95.6%. Reaction SMILES: [CH2:1]([O:7][CH2:8][CH2:9][OH:10])[CH2:2][CH2:3][CH2:4][CH2:5][CH3:6].N1C=CC=CC=1.[C:17]1([CH3:27])[CH:22]=[CH:21][C:20]([S:23](Cl)(=[O:25])=[O:24])=[CH:19][CH:18]=1.Cl>>[C:17]1([CH3:27])[CH:22]=[CH:21][C:20]([S:23]([O:10][CH2:9][CH2:8][O:7][CH2:1][CH2:2][CH2:3][CH2:4][CH2:5][CH3:6])(=[O:25])=[O:24])=[CH:19][CH:18]=1. Procedure details: Into a reaction vessel, 3.29 g (22.5 mmol) of 2-hexyloxyethanol and 5.33 g (67.5 mmol) of pyridine were charged, and 4.72 g (24.7 mmol) of p-toluenesulfonic acid chloride was added thereto in an ice bath, which were then stirred for 1 hour and thereafter further stirred at room temperature for 3 hours. After the reaction was completed, 3N HCl was added to make the reaction mixture acidic, followed by extraction with toluene twice. The extract obtained was washed with water, and thereafter sodium...